From a dataset of the Open Reaction Database (ORD), a public repository of structured organic reaction records. describe an organic reaction: reactants, conditions, products, and yield The reactants are FC1=CC=C(C=C1)NC1CCNCC1 (N-(4-Fluorophenyl)-4-piperidinamine), C(C(CO)(CO)N)O (trisamine), [N-]=C=O (isocyanate), Si carbonate, CC(C)(C)OC(=O)N1[C@H](CN(CC1)CC1=CC=C(C=C1)C(C(=O)O)C)C (2-{4-[((3S)-4{[(1,1-Dimethylethyl)oxy]carbonyl}-3-methyl-1-piperazinyl)methyl]phenyl}propanoic Acid), C1CCC(CC1)N=C=NC2CCCCC2 (DCC), ON1N=NC2=C1C=CC=C2 (1-hydroxybenzotriazole). Solvent: C(Cl)Cl (DCM), CN(C)C=O.C(Cl)Cl (DMF DCM). Run at time 8 hour. Product: FC1=CC=C(C=C1)NC1CCN(CC1)C(C(C)C1=CC=C(C=C1)CN1C[C@H](N([C@H](C1)C)C(=O)OC(C)(C)C)C)=O (1,1-dimethylethyl (2R,6S)-4-{[4-(2-{4-[(4-fluorophenyl)amino]-1-piperidinyl}-1-methyl-2-oxoethyl)phenyl]methyl}-2,6-dimethyl-1-piperazinecarboxylate). Reaction SMILES: [CH3:1][C:2]([O:5][C:6]([N:8]1[CH2:13][CH2:12][N:11]([CH2:14][C:15]2[CH:20]=[CH:19][C:18]([CH:21]([CH3:25])[C:22](O)=[O:23])=[CH:17][CH:16]=2)[CH2:10][C@@H:9]1[CH3:26])=[O:7])([CH3:4])[CH3:3].[CH2:27]1CCC(N=C=NC2CCCCC2)CC1.ON1C2C=CC=CC=2N=N1.[F:52][C:53]1[CH:58]=[CH:57][C:56]([NH:59][CH:60]2[CH2:65][CH2:64][NH:63][CH2:62][CH2:61]2)=[CH:55][CH:54]=1.C(O)C(N)(CO)CO.[N-]=C=O>C(Cl)Cl.CN(C=O)C.C(Cl)Cl>[F:52][C:53]1[CH:58]=[CH:57][C:56]([NH:59][CH:60]2[CH2:65][CH2:64][N:63]([C:22](=[O:23])[CH:21]([C:18]3[CH:17]=[CH:16][C:15]([CH2:14][N:11]4[CH2:12][C@H:13]([CH3:27])[N:8]([C:6]([O:5][C:2]([CH3:4])([CH3:1])[CH3:3])=[O:7])[C@H:9]([CH3:26])[CH2:10]4)=[CH:20][CH:19]=3)[CH3:25])[CH2:62][CH2:61]2)=[CH:55][CH:54]=1 |f:7.8|. Reported procedure: A mixture of D46 (100 mg, 0.27 mmol), polymer-supported DCC (310 mg, 1.3 mmol/g, 0.40 mmol) and 1-hydroxybenzotriazole (50 mg, 0.324 mmol) in 2:1 DMF/DCM (3 ml) was treated with D2 (51 mg, 0.26 mmol) and the mixture stirred overnight. Scavenger resins (PS-trisamine, PS-isocyanate and Si-carbonate) together with DCM (˜3 ml) were added. The mixture was stirred for ˜3 h and then filtered and concentrated to give 1,1-dimethylethyl (2R,6S)-4-{[4-(2-{4-[(4-fluorophenyl)amino]-1-piperidinyl}-1-methyl-2... Reactants: FC=1C=C(C2=C(CCC(O2)COC2OCCCC2)C1)[N+](=O)[O-] ((±)-6-fluoro-3,4-dihydro-8-nitro-2-[[(tetrahydro-2H-pyran-2-yl)oxy]methyl]-2H-1-benzopyran), S1C=CC=C1 (thiophene). The reagents and catalysts are [Pd] (palladium on activated carbon), [Pd] (palladium). Solvent: CO (methanol). The product is FC=1C=C(C2=C(CCC(O2)COC2OCCCC2)C1)N ((±)-6-fluoro-3,4-dihydro-2-[[(tetrahydro-2H-pyran-2-yl)oxy]methyl]-2H-1-benzopyran-8-amine). Isolated yield 98.3%. RXN SMILES: [F:1][C:2]1[CH:3]=[C:4]([N+:20]([O-])=O)[C:5]2[O:10][CH:9]([CH2:11][O:12][CH:13]3[CH2:18][CH2:17][CH2:16][CH2:15][O:14]3)[CH2:8][CH2:7][C:6]=2[CH:19]=1.S1C=CC=C1>CO.[Pd]>[F:1][C:2]1[CH:3]=[C:4]([NH2:20])[C:5]2[O:10][CH:9]([CH2:11][O:12][CH:13]3[CH2:18][CH2:17][CH2:16][CH2:15][O:14]3)[CH2:8][CH2:7][C:6]=2[CH:19]=1. Procedure: A mixture of intermediate 15-b (0.47 mol) in methanol (600 ml) was hydrogenated with palladium on activated carbon, palladium content 10% (5 g) as a catalyst in the presence of a 4% thiophene solution (3 ml). After uptake of H2 (3 equiv), the catalyst was filtered off and the filtrate was evaporated, yielding 130 g (98.3%) of (±)-6-fluoro-3,4-dihydro-2-[[(tetrahydro-2H-pyran-2-yl)oxy]methyl]-2H-1-benzopyran-8-amine (interm. 16-b). The reactants are CN1N=C2C(N=CN=C2SCC(=O)OCCCC)=C1O (2-Methyl-3-hydroxy-7-n-butoxycarbonylmethylthiopyrazolo[4,3-d]pyrimidine), C1(=CC=C(C=C1)S(=O)(=O)OCCCCCCCCCCCCCCCC)C (n-hexadecyl p-toluenesulfonate). Product: CN1N=C2C(N=CN=C2SCC(=O)OCCCC)=C1OCCCCCCCCCCCCCCCC (2-Methyl-3-n-hexadecyloxy-7-n-butoxycarbonylmethylthio-pyrazolo[4,3-d]pyrimidine). The yield is 75.0%. As a reaction SMILES: [CH3:1][N:2]1[C:19]([OH:20])=[C:5]2[N:6]=[CH:7][N:8]=[C:9]([S:10][CH2:11][C:12]([O:14][CH2:15][CH2:16][CH2:17][CH3:18])=[O:13])[C:4]2=[N:3]1.C1(C)C=CC(S(O[CH2:31][CH2:32][CH2:33][CH2:34][CH2:35][CH2:36][CH2:37][CH2:38][CH2:39][CH2:40][CH2:41][CH2:42][CH2:43][CH2:44][CH2:45][CH3:46])(=O)=O)=CC=1>>[CH3:1][N:2]1[C:19]([O:20][CH2:46][CH2:45][CH2:44][CH2:43][CH2:42][CH2:41][CH2:40][CH2:39][CH2:38][CH2:37][CH2:36][CH2:35][CH2:34][CH2:33][CH2:32][CH3:31])=[C:5]2[N:6]=[CH:7][N:8]=[C:9]([S:10][CH2:11][C:12]([O:14][CH2:15][CH2:16][CH2:17][CH3:18])=[O:13])[C:4]2=[N:3]1. Procedure: 2-Methyl-3-hydroxy-7-n-butoxycarbonylmethylthiopyrazolo[4,3-d]pyrimidine and n-hexadecyl p-toluenesulfonate were reacted and treated in the same manner as in Synthesis 2 of Example 1 to obtain the desired compound.